From a dataset of the Open Reaction Database (ORD), a public repository of structured organic reaction records. describe an organic reaction: reactants, conditions, products, and yield Reactants: CCOC(=O)CBr, O=C([O-])[O-], COc1ccc2c(C(=O)C(C)(C)C)n[nH]c2c1, Cl, [Cs+], [Cs+], CN(C)C=O, O. Reaction SMILES: [Br:18][CH2:19][C:20](=[O:21])[O:22][CH2:23][CH3:24].[C:25](=[O:26])([O-:27])[O-:28].[CH3:1][O:2][c:3]1[cH:4][cH:5][c:6]2[c:7]([C:12]([C:13]([CH3:14])([CH3:15])[CH3:16])=[O:17])[n:8][nH:9][c:10]2[cH:11]1.[ClH:37].[Cs+:29].[Cs+:30].[O:31]=[CH:32][N:33]([CH3:34])[CH3:35].[OH2:36]>>[CH3:1][O:2][c:3]1[cH:4][cH:5][c:6]2[c:7]([C:12]([C:13]([CH3:14])([CH3:15])[CH3:16])=[O:17])[n:8][n:9]([CH2:19][C:20](=[O:21])[O:22][CH2:23][CH3:24])[c:10]2[cH:11]1. Yields the product CCOC(=O)Cn1nc(C(=O)C(C)(C)C)c2ccc(OC)cc21. Starting materials: C(C(=O)C)(=O)Cl (pyruvyl chloride), Cl.C[Si](C)(C)OC([C@@H](N)C)=O (alanine trimethylsilyl ester hydrochloride). Yields the product C[Si](C)(C)OC([C@@H](NC(C(=O)C)=O)C)=O (pyruvyl-alanine trimethylsilyl ester). RXN SMILES: [C:1](Cl)(=[O:5])[C:2]([CH3:4])=[O:3].Cl.[CH3:8][Si:9]([O:12][C:13](=[O:17])[C@H:14]([CH3:16])[NH2:15])([CH3:11])[CH3:10]>>[CH3:8][Si:9]([O:12][C:13](=[O:17])[C@H:14]([CH3:16])[NH:15][C:1](=[O:5])[C:2]([CH3:4])=[O:3])([CH3:11])[CH3:10] |f:1.2|. Reported procedure: A method of synthesizing pyruvyl-alanine or pyruvyl-glycine according to the invention comprises the steps of reacting sodium pyruvate with oxalyl chloride to yield pyruvyl chloride, then reacting pyruvyl chloride with a suspension of alanine trimethylsilyl ester hydrochloride to yield a pyruvyl-alanine trimethylsilyl ester and then subjecting the pyruvyl-alanine trimethylsilyl estertohydrolysis to yield pyruvyl-alanine. The pyruvyl-alanine synthesized via the method set forth above serves as a ... The reactants are Cl.Cl.N1CC(CC1)C=1C=NNC1 (4-(pyrrolidin-3-yl)-1H-pyrazole dihydrochloride), FC1(CC12CCNC1=CC=CC=C21)F (2,2-difluoro-2′,3′-dihydro-1′H-spiro[cyclopropane-1,4′-quinoline]), N1=CC=CC=C1 (pyridine), solution, C(=O)(Cl)Cl (phosgene). Solvent: C(C)N(CC)CC (triethylamine), ClCCl (dichloromethane), C1(=CC=CC=C1)C (toluene). Reaction conditions: temperature 0 celsius, time 1 hour. Yields the product FC1(CC12CCN(C1=CC=CC=C21)C(=O)N2CC(CC2)C=2C=NNC2)F (2,2-difluoro-1′-{[3-(1H-pyrazol-4-yl)pyrrolidin-1-yl]carbonyl}-2′,3′-dihydro-1′H-spiro[cyclopropane-1,4′-quinoline]). RXN SMILES: [F:1][C:2]1([F:14])[C:4]2([C:13]3[C:8](=[CH:9][CH:10]=[CH:11][CH:12]=3)[NH:7][CH2:6][CH2:5]2)[CH2:3]1.N1C=CC=CC=1.[C:21](Cl)(Cl)=[O:22].Cl.Cl.[NH:27]1[CH2:31][CH2:30][CH:29]([C:32]2[CH:33]=[N:34][NH:35][CH:36]=2)[CH2:28]1>C1(C)C=CC=CC=1.C(N(CC)CC)C.ClCCl>[F:14][C:2]1([F:1])[C:4]2([C:13]3[C:8](=[CH:9][CH:10]=[CH:11][CH:12]=3)[N:7]([C:21]([N:27]3[CH2:31][CH2:30][CH:29]([C:32]4[CH:33]=[N:34][NH:35][CH:36]=4)[CH2:28]3)=[O:22])[CH2:6][CH2:5]2)[CH2:3]1 |f:3.4.5|. Procedure details: 0.071 g of 2,2-difluoro-2′,3′-dihydro-1′H-spiro[cyclopropane-1,4′-quinoline], 0.03 ml of pyridine and 8.4 ml of dichloromethane are placed in a 50 ml round-bottomed flask under a nitrogen atmosphere. 0.17 ml of a 20% solution of phosgene in toluene is added at 0° C. and then the reaction mixture is left stirring at 0° C. for ½ hour and at ambient temperature for one hour. 0.05 ml of triethylamine and 0.044 g of 4-(pyrrolidin-3-yl)-1H-pyrazole dihydrochloride are subsequently added at 0° C. and t... Starting materials: [Si](C)(C)(C(C)(C)C)O[C@H]1O[C@H]([C@@H](CC1)O)C ((2R,5R,6S)-2-tert-butyldimethylsilyloxy-5-hydroxy-6-methyltetrahydropyran), C1=CC=C(C=C1)P(C2=CC=CC=C2)C3=CC=CC=C3 (Ph3P), CCOC(=O)/N=N/C(=O)OCC (DEAD), P(=O)(OC1=CC=CC=C1)(OC1=CC=CC=C1)N=[N+]=[N-] ((PhO)2 PON3). Solvent: C1CCOC1 (THF). Conditions: time 18 hour. Product: [Si](C)(C)(C(C)(C)C)O[C@H]1O[C@H]([C@H](CC1)N=[N+]=[N-])C ((2R,5S,6S)-2-tert-butyldimethylsilyloxy-5-azido-6-methyltetrahydropyran). Yield: 56.0%. As a reaction SMILES: [Si:1]([O:8][C@@H:9]1[CH2:14][CH2:13][C@@H:12](O)[C@H:11]([CH3:16])[O:10]1)([C:4]([CH3:7])([CH3:6])[CH3:5])([CH3:3])[CH3:2].C1C=CC(P(C2C=CC=CC=2)C2C=CC=CC=2)=CC=1.CCOC(/N=N/C(OCC)=O)=O.P([N:64]=[N+:65]=[N-:66])(OC1C=CC=CC=1)(OC1C=CC=CC=1)=O>C1COCC1>[Si:1]([O:8][C@@H:9]1[CH2:14][CH2:13][C@H:12]([N:64]=[N+:65]=[N-:66])[C@H:11]([CH3:16])[O:10]1)([C:4]([CH3:7])([CH3:6])[CH3:5])([CH3:3])[CH3:2]. Reported procedure: To a solution of the alcohol from step 3 herein (62 mg, 0.25 mmol) in dry THF (2.5 ml), at room temperature, under argon, were added successively Ph3P (66 mg, 1 eq.), DEAD (40 μl, 1 eq.) and (PhO)2 PON3 (54 μl, 1 eq.) and the solution was stirred for 18 hours. The THF was evaporated and the crude oil was purified by flash chromatography (silica gel, 95:5 hexanes/EtOAc) to give 38 mg (56%) of the titled azide as a clear oil. Reactants: N1=C(C=CC=C1)N1CCN(CC1)CCCC=1N=C(SC1)N (4-[3-[4-(2-Pyridinyl)-1-piperazinyl]-propyl]-2-thiazolamine), O (water). The product is O.CC=1N=C(SC1CCN1CCN(CC1)C1=NC=CC=C1)N.CC=1N=C(SC1CCN1CCN(CC1)C1=NC=CC=C1)N (4-Methyl-5-[2-[4(2-pyridinyl)-1-piperazinyl]ethyl]-2-thiazolamine, hemihydrate). Reaction SMILES: [N:1]1[CH:6]=[CH:5][CH:4]=[CH:3][C:2]=1[N:7]1[CH2:12][CH2:11][N:10]([CH2:13][CH2:14][CH2:15][C:16]2[N:17]=[C:18]([NH2:21])[S:19][CH:20]=2)[CH2:9][CH2:8]1.[OH2:22]>>[OH2:22].[CH3:20][C:16]1[N:17]=[C:18]([NH2:21])[S:19][C:15]=1[CH2:14][CH2:13][N:10]1[CH2:11][CH2:12][N:7]([C:2]2[CH:3]=[CH:4][CH:5]=[CH:6][N:1]=2)[CH2:8][CH2:9]1.[CH3:20][C:16]1[N:17]=[C:18]([NH2:21])[S:19][C:15]=1[CH2:14][CH2:13][N:10]1[CH2:11][CH2:12][N:7]([C:2]2[CH:3]=[CH:4][CH:5]=[CH:6][N:1]=2)[CH2:8][CH2:9]1 |f:2.3.4|. Reported procedure: mp 135°-150° C. and EXAMPLE 1i 4-[3-[4-(2-Pyridinyl)-1-piperazinyl]-propyl]-2-thiazolamine, containing 1/4 of a mole of water; mp 132°-137° C. Solvent: CN(C=O)C (N,N-dimethylformamide). Procedure: To a solution of N-{5-[(3-aminophenyl)(methyl)amino][1,3]thiazolo[5,4-b]pyridin-2-yl}cyclopropanecarboxamide (100 mg, 0.295 mmol) produced in Example 8(x) in N,N-dimethylformamide (1.0 mL) was added 1-isocyanato-4-(trifluoromethyl)benzene (50.5 μL, 0.354 mmol), and the mixture was stirred at room temperature for 1 hr. Aqueous sodium hydrogen carbonate solution (20 mL) was added to the reaction mixture, and the mixture was extracted with ethyl acetate (50 mL). The organic layer was washed with sa... Reaction SMILES: [NH2:1][C:2]1[CH:3]=[C:4]([N:8]([CH3:24])[C:9]2[N:14]=[C:13]3[S:15][C:16]([NH:18][C:19]([CH:21]4[CH2:23][CH2:22]4)=[O:20])=[N:17][C:12]3=[CH:11][CH:10]=2)[CH:5]=[CH:6][CH:7]=1.[N:25]([C:28]1[CH:33]=[CH:32][C:31]([C:34]([F:37])([F:36])[F:35])=[CH:30][CH:29]=1)=[C:26]=[O:27].C(=O)([O-])O.[Na+]>CN(C)C=O>[CH3:24][N:8]([C:4]1[CH:5]=[CH:6][CH:7]=[C:2]([NH:1][C:26](=[O:27])[NH:25][C:28]2[CH:33]=[CH:32][C:31]([C:34]([F:35])([F:37])[F:36])=[CH:30][CH:29]=2)[CH:3]=1)[C:9]1[N:14]=[C:13]2[S:15][C:16]([NH:18][C:19]([CH:21]3[CH2:22][CH2:23]3)=[O:20])=[N:17][C:12]2=[CH:11][CH:10]=1 |f:2.3|. The product is CN(C1=CC=C2C(=N1)SC(=N2)NC(=O)C2CC2)C2=CC(=CC=C2)NC(NC2=CC=C(C=C2)C(F)(F)F)=O (N-(5-{methyl[3-({[4-(trifluoromethyl)phenyl]carbamoyl}amino)phenyl]amino}[1,3]thia zolo[5,4-b]pyridin-2-yl)cyclopropanecarboxamide). The reactants are NC=1C=C(C=CC1)N(C1=CC=C2C(=N1)SC(=N2)NC(=O)C2CC2)C (N-{5-[(3-aminophenyl)(methyl)amino][1,3]thiazolo[5,4-b]pyridin-2-yl}cyclopropanecarboxamide), N(=C=O)C1=CC=C(C=C1)C(F)(F)F (1-isocyanato-4-(trifluoromethyl)benzene), C(O)([O-])=O.[Na+] (sodium hydrogen carbonate). The yield is 63.1%. Reaction conditions: time 1 hour.